From a dataset of the Open Reaction Database (ORD), a public repository of structured organic reaction records. describe an organic reaction: reactants, conditions, products, and yield The reactants are C(C)C1=CC=C(S1)C(=O)N (5-ethyl-2-thiophenecarboxamide), ClCC(=O)CCl (1,3-dichloroacetone). Product: ClCC=1N=C(OC1)C=1SC(=CC1)CC (4-chloromethyl-2-(5-ethyl-2-thienyl)oxazole). Yield: 54.0%. Reaction SMILES: [CH2:1]([C:3]1[S:7][C:6]([C:8]([NH2:10])=[O:9])=[CH:5][CH:4]=1)[CH3:2].[Cl:11][CH2:12][C:13]([CH2:15]Cl)=O>>[Cl:11][CH2:12][C:13]1[N:10]=[C:8]([C:6]2[S:7][C:3]([CH2:1][CH3:2])=[CH:4][CH:5]=2)[O:9][CH:15]=1. Reported procedure: In substantially the same manner as in Reference Example 47, 5-ethyl-2-thiophenecarboxamide was allowed to react with 1,3-dichloroacetone to give 4-chloromethyl-2-(5-ethyl-2-thienyl)oxazole. The yield was 54%. Yields the product C1(CCCCC1)N(C(=O)NC=1SC(=CN1)SCC=1NCCN1)C1CCCCC1 (1,1-Dicyclohexyl-3-[5-(4,5-dihydro-1H-imidazol-2-ylmethylsulfanyl)-thiazol-2-yl]-urea). Reported procedure: Prepared as described in general procedure (H) using 1,1-dicyclohexyl-3-(5-thiocyanato-thiazol-2-yl)-urea, dithioerythritol and 2-chloromethyl-2-imidazoline. As a reaction SMILES: [CH:1]1([N:7]([CH:19]2[CH2:24][CH2:23][CH2:22][CH2:21][CH2:20]2)[C:8]([NH:10][C:11]2[S:12][C:13]([S:16]C#N)=[CH:14][N:15]=2)=[O:9])[CH2:6][CH2:5][CH2:4][CH2:3][CH2:2]1.SC[C@@H]([C@@H](CS)O)O.Cl[CH2:34][C:35]1[NH:36][CH2:37][CH2:38][N:39]=1>>[CH:19]1([N:7]([CH:1]2[CH2:2][CH2:3][CH2:4][CH2:5][CH2:6]2)[C:8]([NH:10][C:11]2[S:12][C:13]([S:16][CH2:34][C:35]3[NH:39][CH2:38][CH2:37][N:36]=3)=[CH:14][N:15]=2)=[O:9])[CH2:24][CH2:23][CH2:22][CH2:21][CH2:20]1. Starting materials: C1(CCCCC1)N(C(=O)NC=1SC(=CN1)SC#N)C1CCCCC1 (1,1-dicyclohexyl-3-(5-thiocyanato-thiazol-2-yl)-urea), SC[C@H](O)[C@H](O)CS (dithioerythritol), ClCC=1NCCN1 (2-chloromethyl-2-imidazoline).